From a dataset of the Open Reaction Database (ORD), a public repository of structured organic reaction records. describe an organic reaction: reactants, conditions, products, and yield As a reaction SMILES: [CH3:1][n:2]1[c:3]([CH:19]=[CH:20][c:21]2[cH:22][cH:23][cH:24][cH:25][cH:26]2)[n:4][c:5]2[n:6]([CH2:16][CH2:17][CH3:18])[c:7](=[O:15])[n:8]([CH2:12][CH2:13][CH3:14])[c:9](=[O:11])[c:10]12.[CH:32]([Cl:33])([Cl:34])[Cl:35].[Cl:27][S:28](=[O:29])(=[O:30])[OH:31]>>[CH3:1][n:2]1[c:3]([CH:19]=[CH:20][c:21]2[cH:22][cH:23][c:24]([S:28](=[O:29])(=[O:30])[OH:31])[cH:25][cH:26]2)[n:4][c:5]2[n:6]([CH2:16][CH2:17][CH3:18])[c:7](=[O:15])[n:8]([CH2:12][CH2:13][CH3:14])[c:9](=[O:11])[c:10]12. Reactants: CCCn1c(=O)c2c(nc(C=Cc3ccccc3)n2C)n(CCC)c1=O, ClC(Cl)Cl, O=S(=O)(O)Cl. The product is CCCn1c(=O)c2c(nc(C=Cc3ccc(S(=O)(=O)O)cc3)n2C)n(CCC)c1=O. Reactants: Cc1cccc(C)c1OCC(=O)C(C(O)CC(Cc1ccccc1)NC(=O)OC(C)(C)C)C(N)c1ccccc1, ClCCl, O. Product: Cc1cccc(C)c1OCC(=O)C(C(O)CC(N)Cc1ccccc1)C(N)c1ccccc1. RXN SMILES: [CH3:1][c:2]1[c:3]([O:4][CH2:5][C:6](=[O:7])[CH:8]([CH:9]([c:10]2[cH:11][cH:12][cH:13][cH:14][cH:15]2)[NH2:16])[CH:17]([CH2:18][CH:19]([CH2:20][c:21]2[cH:22][cH:23][cH:24][cH:25][cH:26]2)[NH:27][C:28]([O:29][C:30]([CH3:31])([CH3:32])[CH3:33])=[O:34])[OH:35])[c:36]([CH3:40])[cH:37][cH:38][cH:39]1.[Cl:42][CH2:43][Cl:44].[OH2:41]>>[CH3:1][c:2]1[c:3]([O:4][CH2:5][C:6](=[O:7])[CH:8]([CH:9]([c:10]2[cH:11][cH:12][cH:13][cH:14][cH:15]2)[NH2:16])[CH:17]([CH2:18][CH:19]([CH2:20][c:21]2[cH:22][cH:23][cH:24][cH:25][cH:26]2)[NH2:27])[OH:35])[c:36]([CH3:40])[cH:37][cH:38][cH:39]1.